From a dataset of the Open Reaction Database (ORD), a public repository of structured organic reaction records. describe an organic reaction: reactants, conditions, products, and yield Starting materials: Cc1[nH]c(C(=O)NC2CCN(c3nc(O)c(C#N)s3)CC2)c(Cl)c1Cl, COC(=O)c1cnc(N2CCC(NC(=O)c3[nH]c(C#N)c(Cl)c3Cl)CC2)s1. Product: N#Cc1[nH]c(C(=O)NC2CCN(c3ncc(C(=O)O)s3)CC2)c(Cl)c1Cl. Reaction SMILES: [Cl:1][c:2]1[c:3]([Cl:4])[c:5]([CH3:6])[nH:7][c:8]1[C:9]([NH:10][CH:11]1[CH2:12][CH2:13][N:14]([c:15]2[s:16][c:17]([C:18]#[N:19])[c:20]([OH:21])[n:22]2)[CH2:23][CH2:24]1)=[O:25].[Cl:26][c:27]1[c:28]([C:35](=[O:36])[NH:37][CH:38]2[CH2:39][CH2:40][N:41]([c:44]3[s:45][c:46]([C:49](=[O:50])[O:51][CH3:52])[cH:47][n:48]3)[CH2:42][CH2:43]2)[nH:29][c:30]([C:33]#[N:34])[c:31]1[Cl:32]>>[Cl:26][c:27]1[c:28]([C:35](=[O:36])[NH:37][CH:38]2[CH2:39][CH2:40][N:41]([c:44]3[s:45][c:46]([C:49](=[O:50])[OH:51])[cH:47][n:48]3)[CH2:42][CH2:43]2)[nH:29][c:30]([C:33]#[N:34])[c:31]1[Cl:32]. RXN SMILES: [F:13][c:14]1[cH:15][c:16]([F:28])[cH:17][c:18]2[c:27]1[CH2:26][CH2:25][CH:24]1[CH:19]2[CH2:20][CH2:21][CH2:22][NH:23]1.[NH3:29].[nH:1]1[cH:2][n:3][c:4]2[c:5]1[cH:6][cH:7][c:8]([C:10](=[O:11])[OH:12])[cH:9]2>>[nH:1]1[cH:2][n:3][c:4]2[c:5]1[cH:6][cH:7][c:8]([C:10](=[O:12])[N:23]1[CH2:22][CH2:21][CH2:20][CH:19]3[c:18]4[cH:17][c:16]([F:28])[cH:15][c:14]([F:13])[c:27]4[CH2:26][CH2:25][CH:24]31)[cH:9]2. The reactants are Fc1cc(F)c2c(c1)C1CCCNC1CC2, N, O=C(O)c1ccc2[nH]cnc2c1. The product is O=C(c1ccc2[nH]cnc2c1)N1CCCC2c3cc(F)cc(F)c3CCC21. The reactants are C=O, CCC(C=O)(CO)CO, O=CO, CCCC=O. Yields the product CCC(CO)(CO)CO. Reaction SMILES: [CH2:6]=[O:7].[CH2:8]([OH:9])[C:10]([CH:11]=[O:12])([CH2:13][CH3:14])[CH2:15][OH:16].[CH:17]([OH:18])=[O:19].[CH:1](=[O:2])[CH2:3][CH2:4][CH3:5]>>[CH2:8]([OH:9])[C:10]([CH2:11][OH:12])([CH2:13][CH3:14])[CH2:15][OH:16]. Reaction SMILES: [C:1]1(=[O:16])[N:5](C2NC=CC=2)[C:4](=[O:11])[C:3]2=[CH:12][CH:13]=[CH:14][CH:15]=[C:2]12.[Cl:17][C:18]1[CH:26]=[C:25]([Cl:27])[CH:24]=[CH:23][C:19]=1[C:20](Cl)=[O:21]>ClC(Cl)C>[Cl:17][C:18]1[CH:26]=[C:25]([Cl:27])[CH:24]=[CH:23][C:19]=1[C:20]([C:4]1[N:5]([N:5]2[C:1](=[O:16])[C:2]3=[CH:15][CH:14]=[CH:13][CH:12]=[C:3]3[C:4]2=[O:11])[CH:1]=[CH:2][CH:3]=1)=[O:21]. Reactants: C1(C=2C(C(N1C=1NC=CC1)=O)=CC=CC2)=O (phthalimidopyrrole), ClC1=C(C(=O)Cl)C=CC(=C1)Cl (2,4-dichlorobenzoyl chloride), Montmorillonite. The product is ClC1=C(C(=O)C=2N(C=CC2)N2C(C=3C(C2=O)=CC=CC3)=O)C=CC(=C1)Cl (2-(2,4-Dichlorobenzoyl)-1-phthalimidopyrrole). The solvent is ClC(C)Cl (dichloroethane). The yield is 163.7%. Procedure details: To a suspension of phthalimidopyrrole (748.6 g) and 2,4-dichlorobenzoyl chloride (1109.1 g) in 3.5 L of dichloroethane was added 707.3 g of K-10 Montmorillonite clay. The resulting mixture was stirred at reflux for 48 hrs, then filtered and concentrated to a semisolid. The semisolid was triturated with a large quantity of ether and collected to yield 1112.5 g of powder. The ether wash was concentrated to give 162.0 of a residue. This was purified by high performance liquid chromatography (HPLC h... The reactants are CCCCP(CCCC)CCCC, COc1cc(CO)n(C)n1, CCOC(=O)CCc1ccc(NCc2cccc(-c3c(C)cc(O)cc3C)c2)cc1F, O=C(N=NC(=O)N1CCCCC1)N1CCCCC1, C1CCOC1. The product is CCOC(=O)CCc1ccc(NCc2cccc(-c3c(C)cc(OCc4cc(OC)nn4C)cc3C)c2)cc1F. RXN SMILES: [CH2:42]([P:43]([CH2:44][CH2:45][CH2:46][CH3:47])[CH2:48][CH2:49][CH2:50][CH3:51])[CH2:52][CH2:53][CH3:54].[CH3:32][O:33][c:34]1[n:35][n:36]([CH3:41])[c:37]([CH2:39][OH:40])[cH:38]1.[F:1][c:2]1[c:3]([CH2:25][CH2:26][C:27](=[O:28])[O:29][CH2:30][CH3:31])[cH:4][cH:5][c:6]([NH:8][CH2:9][c:10]2[cH:11][c:12](-[c:16]3[c:17]([CH3:24])[cH:18][c:19]([OH:23])[cH:20][c:21]3[CH3:22])[cH:13][cH:14][cH:15]2)[cH:7]1.[N:55]([C:56]([N:57]1[CH2:58][CH2:59][CH2:60][CH2:61][CH2:62]1)=[O:63])=[N:64][C:65]([N:66]1[CH2:67][CH2:68][CH2:69][CH2:70][CH2:71]1)=[O:72].[O:73]1[CH2:74][CH2:75][CH2:76][CH2:77]1>>[F:1][c:2]1[c:3]([CH2:25][CH2:26][C:27](=[O:28])[O:29][CH2:30][CH3:31])[cH:4][cH:5][c:6]([NH:8][CH2:9][c:10]2[cH:11][c:12](-[c:16]3[c:17]([CH3:24])[cH:18][c:19]([O:23][CH2:39][c:37]4[n:36]([CH3:41])[n:35][c:34]([O:33][CH3:32])[cH:38]4)[cH:20][c:21]3[CH3:22])[cH:13][cH:14][cH:15]2)[cH:7]1.